This data is from the Open Reaction Database (ORD), a public repository of structured organic reaction records. The task is: describe an organic reaction: reactants, conditions, products, and yield Reaction SMILES: C[CH:2]([CH2:6][CH2:7][CH2:8]CCCC)[CH2:3][CH2:4]O.C(Cl)(=O)CCCCC.[CH2:21]([O:23][C:24](=[O:29])[CH:25]=[C:26]([CH3:28])[CH3:27])[CH3:22]>>[CH2:21]([O:23][C:24](=[O:29])[CH2:25][CH:26]([CH3:28])[CH2:27][CH2:4][CH2:3][CH2:2][CH2:6][CH2:7][CH3:8])[CH3:22]. Procedure: The starting compound 3-methyl-undecanol (b.p.0.5 :105° C.) is prepared, in the same way as that described in Example 1 for the preparation of 3-methyldecanol, from hexanoic acid chloride and dimethylacrylic acid ethyl ester. Product: C(C)OC(CC(CCCCCCC)C)=O (3-methyl-decanoic acid ethyl ester). Reactants: CC(CCO)CCCCCCC (3-methyldecanol), C(CCCCC)(=O)Cl (hexanoic acid chloride), C(C)OC(C=C(C)C)=O (dimethylacrylic acid ethyl ester). Reactants: CC(=O)Cl, CNCC(C)Oc1cccc2ncnc(Nc3ccc(Oc4ccc(C)nc4)c(C)c3)c12, CCN(C(C)C)C(C)C, ClCCl. The product is CC(=O)N(C)CC(C)Oc1cccc2ncnc(Nc3ccc(Oc4ccc(C)nc4)c(C)c3)c12. As a reaction SMILES: [CH3:1][C:2]([Cl:3])=[O:4].[CH3:5][CH:6]([CH2:7][NH:8][CH3:9])[O:10][c:11]1[c:12]2[c:13]([NH:21][c:22]3[cH:23][c:24]([CH3:36])[c:25]([O:28][c:29]4[cH:30][n:31][c:32]([CH3:35])[cH:33][cH:34]4)[cH:26][cH:27]3)[n:14][cH:15][n:16][c:17]2[cH:18][cH:19][cH:20]1.[CH:37]([N:38]([CH2:39][CH3:40])[CH:41]([CH3:42])[CH3:43])([CH3:44])[CH3:45].[Cl:46][CH2:47][Cl:48]>>[CH3:1][C:2](=[O:4])[N:8]([CH2:7][CH:6]([CH3:5])[O:10][c:11]1[c:12]2[c:13]([NH:21][c:22]3[cH:23][c:24]([CH3:36])[c:25]([O:28][c:29]4[cH:30][n:31][c:32]([CH3:35])[cH:33][cH:34]4)[cH:26][cH:27]3)[n:14][cH:15][n:16][c:17]2[cH:18][cH:19][cH:20]1)[CH3:9]. Starting materials: C(C)(=O)OC1=C(C(=O)OC2=CC(=CC=C2)CO[Si](C)(C)C(C)(C)C)C=CC=C1 (3-(t-Butyldimethylsilyloxymethyl)phenyl 2-(acetyloxy)benzoate), Cl (hydrochloric acid), CCOC(=O)C (EtOAc). Run in C1CCOC1 (THF). Run at time 2 day. Yields the product OC1=C(C(=O)OC2=CC(=CC=C2)CO)C=CC=C1 (3-(Hvdroxymethyl)phenyl 2-hydroxybenzoate). The yield is 85.3%. RXN SMILES: C([O:4][C:5]1[CH:28]=[CH:27][CH:26]=[CH:25][C:6]=1[C:7]([O:9][C:10]1[CH:15]=[CH:14][CH:13]=[C:12]([CH2:16][O:17][Si](C(C)(C)C)(C)C)[CH:11]=1)=[O:8])(=O)C.Cl.CCOC(C)=O>C1COCC1>[OH:4][C:5]1[CH:28]=[CH:27][CH:26]=[CH:25][C:6]=1[C:7]([O:9][C:10]1[CH:15]=[CH:14][CH:13]=[C:12]([CH2:16][OH:17])[CH:11]=1)=[O:8]. Procedure: To a solution of Compound 5 (9.4 g, 0.024 mol) in THF (120 ml) was added a solution of hydrochloric acid (HCl) (100 ml, 6 N HCl in water) at RT. The reaction mixture was stirred at RT for 2 days. Then, the reaction mixture was mixed with EtOAc (300 ml) and the resulting layers were separated. The organic layer was washed with aqueous saturated NaHCO3 (3×100 ml) and brine (1×100 ml). The aqueous layer was neutralized to pH 7 with aqueous saturated NaHCO3, and extracted with EtOAc (2×100 ml). Thes...